Task: describe an organic reaction: reactants, conditions, products, and yield. Dataset: the Open Reaction Database (ORD), a public repository of structured organic reaction records Run at time 1.5 hour. Yields the product C(C)(C)C1=NC(=C(C(=C1C=O)C1=C(C=CC=C1)OCC1=CC=CC=C1)CCCCC)C(C)C (2,6-Diisopropyl-(2-benzyloxyphenyl)-5pentyl-3-pyridine-carboxaldehyde). Procedure: 2,6-Diisopropyl-3-hydroxymethyl-4-(2-benzyloxyphenyl)-5-(pent-1-enyl)-pyridine (Example 162) (680 mg, 1.53 mmol) was dissolved in 15 mL of methylene 25 chloride under an argon atmosphere and treated with a mixture of Celite (661 mg) and pyridinium chlorochromate (“PCC”) (661 mg, 2 eq). The reaction was stirred at room temperature for 1.5 h. The suspension was filtered through a pad of silica and the pad was washed with 50 mL CH2Cl2 and the filtrate was combined and concentrated in vacuo to affor... The solvent is methylene. Reaction SMILES: [CH:1]([C:4]1[C:9]([CH2:10][OH:11])=[C:8]([C:12]2[CH:17]=[CH:16][CH:15]=[CH:14][C:13]=2[O:18][CH2:19][C:20]2[CH:25]=[CH:24][CH:23]=[CH:22][CH:21]=2)[C:7]([CH:26]=[CH:27][CH2:28][CH2:29][CH3:30])=[C:6]([CH:31]([CH3:33])[CH3:32])[N:5]=1)([CH3:3])[CH3:2].[Cr](Cl)([O-])(=O)=O.[NH+]1C=CC=CC=1>>[CH:1]([C:4]1[C:9]([CH:10]=[O:11])=[C:8]([C:12]2[CH:17]=[CH:16][CH:15]=[CH:14][C:13]=2[O:18][CH2:19][C:20]2[CH:21]=[CH:22][CH:23]=[CH:24][CH:25]=2)[C:7]([CH2:26][CH2:27][CH2:28][CH2:29][CH3:30])=[C:6]([CH:31]([CH3:32])[CH3:33])[N:5]=1)([CH3:3])[CH3:2] |f:1.2|. Reactants: C(C)(C)C1=NC(=C(C(=C1CO)C1=C(C=CC=C1)OCC1=CC=CC=C1)C=CCCC)C(C)C (2,6-Diisopropyl-3-hydroxymethyl-4-(2-benzyloxyphenyl)-5-(pent-1-enyl)pyridine), [Cr](=O)(=O)([O-])Cl.[NH+]1=CC=CC=C1 (pyridinium chlorochromate). The yield is 84.3%.